This data is from the Open Reaction Database (ORD), a public repository of structured organic reaction records. The task is: describe an organic reaction: reactants, conditions, products, and yield The reactants are C(C)(C)(C)OC(=O)N1CC(CCC1)CNC(CCC1=C(C=CC=C1)F)=O (3-{[(2-fluorophenyl)propionylamino]methyl}piperidine-1-carboxylic acid tert-butyl ester), C(=O)(C(F)(F)F)O (TFA), [OH-].[Na+] (NaOH), C(=O)([O-])[O-].[K+].[K+] (K2CO3), BrCCC1=CC=CC=C1 ((2-bromoethyl)benzene), CC#N (CH3CN). The solvent is C(Cl)Cl (CH2Cl2). Run at time 30 minute. Product: FC1=C(C=CC=C1)N(C(CC)=O)CC1CN(CCC1)CCC1=CC=CC=C1 (N-(2-Fluorophenyl)-N-(1-Phenethylpiperidin-3-ylmethyl)propionamide). Yield: 85.0%. Reaction SMILES: C(O[C:6]([N:8]1[CH2:13][CH2:12][CH2:11][CH:10]([CH2:14][NH:15][C:16](=O)[CH2:17][CH2:18][C:19]2[CH:24]=[CH:23]C=CC=2F)[CH2:9]1)=O)(C)(C)C.C(O)(C(F)(F)[F:30])=O.[C:34]([O-:37])([O-])=O.[K+].[K+].BrC[CH2:42][C:43]1[CH:48]=[CH:47][CH:46]=[CH:45][CH:44]=1.[OH-].[Na+].[CH3:51][C:52]#N>C(Cl)Cl>[F:30][C:23]1[CH:24]=[CH:19][CH:18]=[CH:17][C:16]=1[N:15]([CH2:14][CH:10]1[CH2:11][CH2:12][CH2:13][N:8]([CH2:6][CH2:42][C:43]2[CH:44]=[CH:45][CH:46]=[CH:47][CH:48]=2)[CH2:9]1)[C:34](=[O:37])[CH2:51][CH3:52] |f:2.3.4,6.7|. Procedure details: To a solution of 3-{[(2-fluorophenyl)propionylamino]methyl}piperidine-1-carboxylic acid tert-butyl ester (4) (162 mg, 0.45 mmol) in CH2Cl2 (1 ml) at 0° C. was added TFA (1 ml). After stirring for 30 min., solvent and excess TFA was removed by evaporation. The residue was dissolved in 1.5 ml of CH3CN (10 ml), to which K2CO3 (1245 mg) and (2-bromoethyl)benzene (123 μl, 0.9 mmol) were added. The mixture was stirred at 50° C. overnight. After cooling down to room temperature, 5 mL of 10% NaOH was ad...